This data is from the Open Reaction Database (ORD), a public repository of structured organic reaction records. The task is: describe an organic reaction: reactants, conditions, products, and yield Starting materials: NC1=C(C(=O)C2=CC=C(C=C2)OC)C=CC=C1 (2-amino-4'-methoxybenzophenone), NC=1C(=NC=CC1)Cl (3-amino-2-chloropyridine). The solvent is C(Cl)Cl (methylene chloride), C(Cl)Cl (methylene chloride). Run at temperature 180 celsius, time 8 hour. Yields the product COC1=CC=C(C=C1)C1=NC2=C(NC3=C1C=CC=C3)N=CC=C2 (6-(4-Methoxyphenyl)-11H-pyrido[2,3-b][1,4]benzodiazepine). RXN SMILES: [NH2:1][C:2]1[CH:17]=[CH:16][CH:15]=[CH:14][C:3]=1[C:4]([C:6]1[CH:11]=[CH:10][C:9]([O:12][CH3:13])=[CH:8][CH:7]=1)=O.[NH2:18][C:19]1[C:20](Cl)=[N:21][CH:22]=[CH:23][CH:24]=1>C(Cl)Cl>[CH3:13][O:12][C:9]1[CH:10]=[CH:11][C:6]([C:4]2[C:3]3[CH:14]=[CH:15][CH:16]=[CH:17][C:2]=3[NH:1][C:20]3[N:21]=[CH:22][CH:23]=[CH:24][C:19]=3[N:18]=2)=[CH:7][CH:8]=1. Procedure details: A stirred mixture of 20.0 g (0.088 mole) of 2-amino-4'-methoxybenzophenone and 13.0 g (0.097 mole) of 3-amino-2-chloropyridine (96%) was heated at 180° C. under a nitrogen atmosphere for 2.0 hr. The reaction mixture was cooled to approximately 70° C. and 100 ml of methylene chloride was added slowly. After the mixture had cooled to room temperature, another 50 ml of methylene chloride was added and the mixture was stirred overnight. The suspended solid was collected by filtration, air dried, dis... Starting materials: [OH-].[K+] (KOH), ClC1=CC=C(C=C1)C\C=C/CO ((Z)-4-(4-chlorophenyl)but-2-en-ol), C1(=CC=C(C=C1)S(=O)(=O)Cl)C (p-toluenesulfonyl chloride). Run in CCOCC (ether), CCOCC (ether). Yields the product ClC1=CC=C(C=C1)C\C=C/CO.CC1=CC=C(C=C1)S(=O)(=O)[O-] ((Z)-4-(4-Chlorophenyl)but-2-en-1-ol 4-methylbenzenesulfonate). Reaction SMILES: [Cl:1][C:2]1[CH:7]=[CH:6][C:5]([CH2:8]/[CH:9]=[CH:10]\[CH2:11][OH:12])=[CH:4][CH:3]=1.[OH-:13].[K+].[C:15]1([CH3:25])[CH:20]=[CH:19][C:18]([S:21](Cl)(=[O:23])=[O:22])=[CH:17][CH:16]=1>CCOCC>[Cl:1][C:2]1[CH:3]=[CH:4][C:5]([CH2:8]/[CH:9]=[CH:10]\[CH2:11][OH:12])=[CH:6][CH:7]=1.[CH3:25][C:15]1[CH:20]=[CH:19][C:18]([S:21]([O-:23])(=[O:22])=[O:13])=[CH:17][CH:16]=1 |f:1.2,5.6|. Reported procedure: Dissolve 7.3 g (0.04 mole) of (Z)-4-(4-chlorophenyl)but-2-en-ol in 100 ml of anhydrous ether. Add 3.2 g (0.05 mole) of powdered 86% KOH. Stir and cool the mixture in ice bath while adding a solution of 8.4 g (0.044 mole) of p-toluenesulfonyl chloride in 50 ml of anhydrous ether. Slowly warm the reaction mixture to room temperature and stir at room temperature for 16 hours. Remove the solid by filtration. Wash the filtrate with saturated aqueous sodium bicarbonate, H2O. Dry, evaporate, and recrys... Reactants: C1(=CC=CC=C1)C=1C(=NC2=NC=CC=C2C1)C1=CC=C(C=O)C=C1 (4-(3-Phenyl-1,8-naphthyridin-2-yl)benzaldehyde), N1CCC(CC1)N1C(NC2=C1C=CC=C2)=O (1-piperidin-4-yl-1,3-dihydro-2H-benzimidazol-2-one), CC(=O)O (HOAc), [BH-](OC(=O)C)(OC(=O)C)OC(=O)C.[Na+] (NaBH(OAc)3). The solvent is CN(C)C=O (DMF). The product is C1(=CC=CC=C1)C=1C(=NC2=NC=CC=C2C1)C1=CC=C(CN2CCC(CC2)N2C(NC3=C2C=CC=C3)=O)C=C1 (1-{1-[4-(3-Phenyl-1,8-naphthyridin-2-yl)benzyl]piperidin-4-yl}-1,3-dihydro-2H-benzimidazol-2-one). As a reaction SMILES: [C:1]1([C:7]2[C:8]([C:17]3[CH:24]=[CH:23][C:20]([CH:21]=O)=[CH:19][CH:18]=3)=[N:9][C:10]3[C:15]([CH:16]=2)=[CH:14][CH:13]=[CH:12][N:11]=3)[CH:6]=[CH:5][CH:4]=[CH:3][CH:2]=1.[NH:25]1[CH2:30][CH2:29][CH:28]([N:31]2[C:35]3[CH:36]=[CH:37][CH:38]=[CH:39][C:34]=3[NH:33][C:32]2=[O:40])[CH2:27][CH2:26]1.CC(O)=O.[BH-](OC(C)=O)(OC(C)=O)OC(C)=O.[Na+]>CN(C=O)C>[C:1]1([C:7]2[C:8]([C:17]3[CH:18]=[CH:19][C:20]([CH2:21][N:25]4[CH2:26][CH2:27][CH:28]([N:31]5[C:35]6[CH:36]=[CH:37][CH:38]=[CH:39][C:34]=6[NH:33][C:32]5=[O:40])[CH2:29][CH2:30]4)=[CH:23][CH:24]=3)=[N:9][C:10]3[C:15]([CH:16]=2)=[CH:14][CH:13]=[CH:12][N:11]=3)[CH:6]=[CH:5][CH:4]=[CH:3][CH:2]=1 |f:3.4|. Reported procedure: To a solution of 4-(3-phenyl-1,8-naphthyridin-2-yl)benzaldehyde (9-3) (135 mg, 0.44 mmole) in dry DMF (2 mL) was added 1-piperidin-4-yl-1,3-dihydro-2H-benzimidazol-2-one (123 mg, 0.57 mmole) and HOAc (0.13 mL, 2.18 mmole) at RT. After 30 min NaBH(OAc)3 (120 mg, 0.57 mmole) was added. After 4 hr the mixture was concentrated. The residue was taken up in saturated NaHCO3 and extracted with EtOAc (3×). The combined organic layers were washed with brine, dried (MgSO4), filtered, and concentrated. Fla... Starting materials: Cc1oc(-c2ccccc2)nc1COc1nn(Cc2ccc(Oc3ccccc3)cc2)cc1CO, C1CCOC1. Product: Cc1oc(-c2ccccc2)nc1COc1nn(Cc2ccc(Oc3ccccc3)cc2)cc1C=O. As a reaction SMILES: [CH3:1][c:2]1[c:3]([CH2:13][O:14][c:15]2[n:16][n:17]([CH2:22][c:23]3[cH:24][cH:25][c:26]([O:29][c:30]4[cH:31][cH:32][cH:33][cH:34][cH:35]4)[cH:27][cH:28]3)[cH:18][c:19]2[CH2:20][OH:21])[n:4][c:5](-[c:7]2[cH:8][cH:9][cH:10][cH:11][cH:12]2)[o:6]1.[O:36]1[CH2:37][CH2:38][CH2:39][CH2:40]1>>[CH3:1][c:2]1[c:3]([CH2:13][O:14][c:15]2[n:16][n:17]([CH2:22][c:23]3[cH:24][cH:25][c:26]([O:29][c:30]4[cH:31][cH:32][cH:33][cH:34][cH:35]4)[cH:27][cH:28]3)[cH:18][c:19]2[CH:20]=[O:21])[n:4][c:5](-[c:7]2[cH:8][cH:9][cH:10][cH:11][cH:12]2)[o:6]1. Starting materials: CC(C)(CO)CCNC(=O)OC(C)(C)C, ClCCl, CC(C)(C)[O-], Fc1ccc(Br)cc1CBr, [K+], C1CCOC1. Product: CC(C)(CCNC(=O)OC(C)(C)C)COCc1cc(Br)ccc1F. Reaction SMILES: [C:1]([CH3:2])([CH3:3])([CH3:4])[O:5][C:6](=[O:7])[NH:8][CH2:9][CH2:10][C:11]([CH2:12][OH:13])([CH3:14])[CH3:15].[CH2:32]([Cl:33])[Cl:34].[CH3:16][C:17]([CH3:18])([O-:19])[CH3:20].[F:22][c:23]1[c:24]([CH2:25][Br:26])[cH:27][c:28]([Br:31])[cH:29][cH:30]1.[K+:21].[O:35]1[CH2:36][CH2:37][CH2:38][CH2:39]1>>[C:1]([CH3:2])([CH3:3])([CH3:4])[O:5][C:6](=[O:7])[NH:8][CH2:9][CH2:10][C:11]([CH2:12][O:13][CH2:25][c:24]1[c:23]([F:22])[cH:30][cH:29][c:28]([Br:31])[cH:27]1)([CH3:14])[CH3:15]. Reactants: NC1=CC(=C(C=C1)C(O)C1=CC=NC=C1)Cl (1-(4-amino-2-chlorophenyl)-1-(4-pyridyl)methanol), Cl.ClC1=NC=NC2=CC(=C(C=C12)OC)OC (4-chloro-6,7-dimethoxyquinazoline hydrochloride). Yields the product Cl.Cl.ClC=1C=C(NC2=NC=NC3=CC(=C(C=C23)OC)OC)C=CC1C(C1=CC=NC=C1)O (4-{3-chloro-4-[1-hydroxy-1-(4-pyridyl)methyl]anilino}-6,7-dimethoxyquinazoline dihydrochloride salt). The yield is 12.0%. Reaction SMILES: [NH2:1][C:2]1[CH:7]=[CH:6][C:5]([CH:8]([C:10]2[CH:15]=[CH:14][N:13]=[CH:12][CH:11]=2)[OH:9])=[C:4]([Cl:16])[CH:3]=1.Cl.[Cl:18][C:19]1[C:28]2[C:23](=[CH:24][C:25]([O:31][CH3:32])=[C:26]([O:29][CH3:30])[CH:27]=2)[N:22]=[CH:21][N:20]=1>>[ClH:16].[ClH:18].[Cl:16][C:4]1[CH:3]=[C:2]([CH:7]=[CH:6][C:5]=1[CH:8]([OH:9])[C:10]1[CH:11]=[CH:12][N:13]=[CH:14][CH:15]=1)[NH:1][C:19]1[C:28]2[C:23](=[CH:24][C:25]([O:31][CH3:32])=[C:26]([O:29][CH3:30])[CH:27]=2)[N:22]=[CH:21][N:20]=1 |f:1.2,3.4.5|. Reported procedure: Using an analogous procedure to that described in Example 1, 1-(4-amino-2-chlorophenyl)-1-(4-pyridyl)methanol was reacted with 4-chloro-6,7-dimethoxyquinazoline hydrochloride to give 4-{3-chloro-4-[1-hydroxy-1-(4-pyridyl)methyl]anilino}-6,7-dimethoxyquinazoline dihydrochloride salt in 12% yield; The reactants are [Ag+2], O=C([O-])[O-], Cc1ccccc1, CC(C)(COS(=O)(=O)CCCCl)C(OCc1ccccc1)C(=O)O, CC(C)OC(=O)OCI. Product: CC(C)OC(=O)OCOC(=O)C(OCc1ccccc1)C(C)(C)COS(=O)(=O)CCCCl. RXN SMILES: [Ag+2:45].[C:41](=[O:42])([O-:43])[O-:44].[CH3:34][c:35]1[cH:36][cH:37][cH:38][cH:39][cH:40]1.[Cl:1][CH2:2][CH2:3][CH2:4][S:5](=[O:6])(=[O:7])[O:8][CH2:9][C:10]([CH:11]([C:12](=[O:13])[OH:14])[O:15][CH2:16][c:17]1[cH:18][cH:19][cH:20][cH:21][cH:22]1)([CH3:23])[CH3:24].[I:25][CH2:26][O:27][C:28](=[O:29])[O:30][CH:31]([CH3:32])[CH3:33]>>[Cl:1][CH2:2][CH2:3][CH2:4][S:5](=[O:6])(=[O:7])[O:8][CH2:9][C:10]([CH:11]([C:12](=[O:13])[O:14][CH2:26][O:27][C:28](=[O:29])[O:30][CH:31]([CH3:32])[CH3:33])[O:15][CH2:16][c:17]1[cH:18][cH:19][cH:20][cH:21][cH:22]1)([CH3:23])[CH3:24]. Reactants: C(c1cc(cc(c1O)OC(F)(F)F)[Br])=O, CC1=CN=C(C=C1)N, [C-]#[N+]C1CCCCC1. Reagents/catalysts: O=C(O)C(F)(F)F (trifluoroacetic acid). Solvent: CC(C)O (isopropyl alcohol), CC(C)O (isopropylalcohol). Reaction conditions: temperature 22 celsius, time 20 hour. The product is Cc1ccc2nc(c3cc(cc(c3O)OC(F)(F)F)[Br])c(NC3CCCCC3)n2c1. Isolated yield 56.0%. RXN SMILES: CC1=CC=C(N)N=C1.[C-]#[N+]C1CCCCC1.OC1=C(OC(F)(F)F)C=C(Br)C=C1C=O>>CC1=CN2C(C=C1)=NC(=C2NC1CCCCC1)C1=CC(Br)=CC(OC(F)(F)F)=C1O.